From a dataset of the Open Reaction Database (ORD), a public repository of structured organic reaction records. describe an organic reaction: reactants, conditions, products, and yield Reactants: C=CC(=O)OC, CN(C)C=O, O=Cc1ccc(Cl)cc1, N#C[Na], O. The product is COC(=O)CCC(=O)c1ccc(Cl)cc1. RXN SMILES: [C:13]([CH:14]=[CH2:15])(=[O:16])[O:17][CH3:18].[CH3:20][N:21]([CH3:22])[CH:23]=[O:24].[Cl:1][c:2]1[cH:3][cH:4][c:5]([CH:6]=[O:7])[cH:8][cH:9]1.[Na:10][C:11]#[N:12].[OH2:19]>>[Cl:1][c:2]1[cH:3][cH:4][c:5]([C:6](=[O:7])[CH2:15][CH2:14][C:13](=[O:16])[O:17][CH3:18])[cH:8][cH:9]1. Starting materials: Nc1cc[nH]n1, C1CCOC1, O=C1Nc2ccccc2C1=CO, Nc1ccon1. Product: O=C1Nc2ccccc2C1=CNc1ccon1. RXN SMILES: [NH2:1][c:2]1[cH:3][cH:4][nH:5][n:6]1.[O:25]1[CH2:26][CH2:27][CH2:28][CH2:29]1.[OH:7][CH:8]=[C:9]1[C:10](=[O:18])[NH:11][c:12]2[cH:13][cH:14][cH:15][cH:16][c:17]21.[o:19]1[n:20][c:21]([NH2:24])[cH:22][cH:23]1>>[CH:8](=[C:9]1[C:10](=[O:18])[NH:11][c:12]2[cH:13][cH:14][cH:15][cH:16][c:17]21)[NH:24][c:21]1[n:20][o:19][cH:23][cH:22]1.